From a dataset of the Open Reaction Database (ORD), a public repository of structured organic reaction records. describe an organic reaction: reactants, conditions, products, and yield Reactants: CCO, CCCCCCc1cc(SC)cc2c(=O)c3cc(C(=O)OC)ccc3oc12, ClCCl, O=S(=O)(O)Cl. The product is CCCCCCc1cc(S(C)=O)cc2c(=O)c3cc(C(=O)OC)ccc3oc12. Reaction SMILES: [CH3:33][CH2:34][OH:35].[CH3:6][S:7][c:8]1[cH:9][c:10]([CH2:27][CH2:28][CH2:29][CH2:30][CH2:31][CH3:32])[c:11]2[o:12][c:13]3[cH:14][cH:15][c:16]([C:23](=[O:24])[O:25][CH3:26])[cH:17][c:18]3[c:19](=[O:22])[c:20]2[cH:21]1.[Cl:36][CH2:37][Cl:38].[S:1]([OH:2])([Cl:3])(=[O:4])=[O:5]>>[O:2]=[S:7]([CH3:6])[c:8]1[cH:9][c:10]([CH2:27][CH2:28][CH2:29][CH2:30][CH2:31][CH3:32])[c:11]2[o:12][c:13]3[cH:14][cH:15][c:16]([C:23](=[O:24])[O:25][CH3:26])[cH:17][c:18]3[c:19](=[O:22])[c:20]2[cH:21]1. Reactants: COC=1C=C(CC2N(CCC3=C(C=CC(=C23)OC)O)CC(=O)NCC2=NC=CC=C2)C=CC1OC (2-[1-(3,4-dimethoxy-benzyl)-5-hydroxy-8-methoxy-3,4-dihydro-1H-isoquinolin-2-yl]-N-(pyridin-2-yl-methyl)-acetamide), C(C=C)Br (allyl bromide). The product is COC=1C=C(CC2N(CCC3=C(C=CC(=C23)OC)OCC=C)CC(=O)NCC2=NC=CC=C2)C=CC1OC (2-[1-(3,4-dimethoxy-benzyl)-5-allyloxy-8-methoxy-3,4-dihydro-1H-isoquinolin-2-yl]-N-(pyridin-2-yl-methyl)-acetamide). Reaction SMILES: [CH3:1][O:2][C:3]1[CH:4]=[C:5]([CH:31]=[CH:32][C:33]=1[O:34][CH3:35])[CH2:6][CH:7]1[C:16]2[C:11](=[C:12]([OH:19])[CH:13]=[CH:14][C:15]=2[O:17][CH3:18])[CH2:10][CH2:9][N:8]1[CH2:20][C:21]([NH:23][CH2:24][C:25]1[CH:30]=[CH:29][CH:28]=[CH:27][N:26]=1)=[O:22].[CH2:36](Br)[CH:37]=[CH2:38]>>[CH3:1][O:2][C:3]1[CH:4]=[C:5]([CH:31]=[CH:32][C:33]=1[O:34][CH3:35])[CH2:6][CH:7]1[C:16]2[C:11](=[C:12]([O:19][CH2:38][CH:37]=[CH2:36])[CH:13]=[CH:14][C:15]=2[O:17][CH3:18])[CH2:10][CH2:9][N:8]1[CH2:20][C:21]([NH:23][CH2:24][C:25]1[CH:30]=[CH:29][CH:28]=[CH:27][N:26]=1)=[O:22]. Procedure: prepared by reaction of 2-[1-(3,4-dimethoxy-benzyl)-5-hydroxy-8-methoxy-3,4-dihydro-1H-isoquinolin-2-yl]-N-(pyridin-2-yl-methyl)-acetamide with allyl bromide The reactants are ClC1=NC(=NC=C1OCC1CC1)S(=O)(=O)C (4-chloro-5-(cyclopropylmethoxy)-2-methylsulfonylpyrimidine), CN1C(C2=CC=C(C=C2C(=C1)B1OC(C(O1)(C)C)(C)C)C=1C=NN(C1)C)=O (2-methyl-6-(1-methylpyrazol-4-yl)-4-(4,4,5,5-tetramethyl-1,3,2-dioxaborolan-2-yl)isoquinolin-1-one), CS(=O)(=O)N (MeSO2NH2). Yields the product C1(CC1)COC=1C(=NC(=NC1)NS(=O)(=O)C)C1=CN(C(C2=CC=C(C=C12)C=1C=NN(C1)C)=O)C (N-[5-(cyclopropylmethoxy)-4-[2-methyl-6-(1-methylpyrazol-4-yl)-1-oxoisoquinolin-4-yl]pyrimidin-2-yl]methanesulfonamide). As a reaction SMILES: Cl[C:2]1[C:7]([O:8][CH2:9][CH:10]2[CH2:12][CH2:11]2)=[CH:6][N:5]=[C:4](S(C)(=O)=O)[N:3]=1.[CH3:17][N:18]1[CH:27]=[C:26](B2OC(C)(C)C(C)(C)O2)[C:25]2[C:20](=[CH:21][CH:22]=[C:23]([C:37]3[CH:38]=[N:39][N:40]([CH3:42])[CH:41]=3)[CH:24]=2)[C:19]1=[O:43].[CH3:44][S:45]([NH2:48])(=[O:47])=[O:46]>>[CH:10]1([CH2:9][O:8][C:7]2[C:2]([C:26]3[C:25]4[C:20](=[CH:21][CH:22]=[C:23]([C:37]5[CH:38]=[N:39][N:40]([CH3:42])[CH:41]=5)[CH:24]=4)[C:19](=[O:43])[N:18]([CH3:17])[CH:27]=3)=[N:3][C:4]([NH:48][S:45]([CH3:44])(=[O:47])=[O:46])=[N:5][CH:6]=2)[CH2:11][CH2:12]1. Procedure: The title compound of Example 152, step 4 was reacted with the title compound of Example 46 step 2 in a manner similar to Example 152, step 5 and the resulting product was treated with MeSO2NH2 in a manner similar to Example 152, step 6 to give the title compound. 1H NMR (CDCl3, 400 MHz) δ 11.15 (s, 1H), 8.56 (s, 1H), 8.27 (s, 1H), 8.25 (d, J=7.6 Hz, 1H), 7.98 (s, 1H), 7.79 (s, 1H), 7.77 (d, J=9.6 Hz, 1H), 7.70 (s, 1H), 3.95 (d, J=7.2 Hz, 2H), 3.85 (s, 3H), 3.57 (s, 3H), 3.32 (s, 3H), 1.00-0.99 ... Starting materials: C(C)OC(CN)OCC (2,2-diethoxyethanamine), N1=CC=CC2=CC=CC(=C12)C=O (8-quinolinecarboxaldehyde). Reaction conditions: time 8 hour. Product: C(C)OC(CNCC=1C=CC=C2C=CC=NC12)OCC (2,2-diethoxy-N-(quinolin-8-ylmethyl)ethanamine). The yield is 91.1%. As a reaction SMILES: [CH2:1]([O:3][CH:4]([O:7][CH2:8][CH3:9])[CH2:5][NH2:6])[CH3:2].[N:10]1[C:19]2[C:14](=[CH:15][CH:16]=[CH:17][C:18]=2[CH:20]=O)[CH:13]=[CH:12][CH:11]=1>>[CH2:1]([O:3][CH:4]([O:7][CH2:8][CH3:9])[CH2:5][NH:6][CH2:20][C:18]1[CH:17]=[CH:16][CH:15]=[C:14]2[C:19]=1[N:10]=[CH:11][CH:12]=[CH:13]2)[CH3:2]. Procedure details: According to the procedure described in the synthesis method of Compound IX-2 with the modification that the reaction was carried out overnight, 2,2-diethoxyethanamine (2.18 ml, 15 mmol) was reacted with 8-quinolinecarboxaldehyde (1.89 g, 12 mmol) to obtain the title compound (3.0 g, 73%). The reactants are CCOC(=O)Cc1csc(N)n1, ClCCl, CN(C)C=O, CCN(C(C)C)C(C)C, O=C(Cl)C(=O)Cl, O=C(O)C(CC1CCCC1)c1ccc(Cl)cc1. The product is CCOC(=O)Cc1csc(NC(=O)C(CC2CCCC2)c2ccc(Cl)cc2)n1. As a reaction SMILES: [CH2:24]([CH3:25])[O:26][C:27]([CH2:28][c:29]1[n:30][c:31]([NH2:34])[s:32][cH:33]1)=[O:35].[CH2:45]([Cl:46])[Cl:47].[CH3:48][N:49]([CH3:50])[CH:51]=[O:52].[CH:36]([N:37]([CH2:38][CH3:39])[CH:40]([CH3:41])[CH3:42])([CH3:43])[CH3:44].[Cl:18][C:19]([C:20]([Cl:21])=[O:22])=[O:23].[Cl:1][c:2]1[cH:3][cH:4][c:5]([CH:8]([C:9](=[O:10])[OH:11])[CH2:12][CH:13]2[CH2:14][CH2:15][CH2:16][CH2:17]2)[cH:6][cH:7]1>>[Cl:1][c:2]1[cH:3][cH:4][c:5]([CH:8]([C:9](=[O:11])[NH:34][c:31]2[n:30][c:29]([CH2:28][C:27]([O:26][CH2:24][CH3:25])=[O:35])[cH:33][s:32]2)[CH2:12][CH:13]2[CH2:14][CH2:15][CH2:16][CH2:17]2)[cH:6][cH:7]1.